This data is from the Open Reaction Database (ORD), a public repository of structured organic reaction records. The task is: describe an organic reaction: reactants, conditions, products, and yield The reactants are BrC1=CC=C(O1)C(=O)Cl (5-bromo-2-furancarboxylic acid chloride), C(C)(=O)NCCN (monoacetyl-ethylenediamine). The solvent is C(Cl)Cl (methylene chloride), C(Cl)Cl (methylene chloride), C(C)N(CC)CC (triethylamine). Reaction conditions: time 8 hour. Product: N(C(=O)C)CCNC(=O)C=1OC(=CC1)Br (N-(2-acetamino ethyl)-5-bromo-2-furancarboxamide). Reaction SMILES: [Br:1][C:2]1[O:6][C:5]([C:7](Cl)=[O:8])=[CH:4][CH:3]=1.[C:10]([NH:13][CH2:14][CH2:15][NH2:16])(=[O:12])[CH3:11]>C(Cl)Cl.C(N(CC)CC)C>[NH:13]([CH2:14][CH2:15][NH:16][C:7]([C:5]1[O:6][C:2]([Br:1])=[CH:3][CH:4]=1)=[O:8])[C:10]([CH3:11])=[O:12]. Procedure: A solution of 22.6 g of 5-bromo-2-furancarboxylic acid chloride in 100 ml of methylene chloride was added dropwise within 20 minutes at 0°-8° to a solution, pre-cooled to 0°, of 11.0 g of monoacetyl-ethylenediamine in 250 ml of methylene chloride and 18 ml of triethylamine. The reaction mixture was stirred at room temperature overnight, suction filtered and washed with methylene chloride. There was obtained N-(2-acetamino ethyl)-5-bromo-2-furancarboxamide as pale beige crystals, m.p. 175°-176°. The product is C(N)(=N)C1=CC=C(C=C1)CNC(=O)C1=C(N(C(=C1)C)C1=CC=C(C=C1)F)C (N-[(4-carbamimidoylphenyl)methyl]-1-(4-fluorophenyl)-2,5-dimethyl-pyrrole-3-carboxamide). Procedure: 808 mg (4 mmol) of 1-(4-fluorophenyl)-2,5-dimethyl-pyrrole-3-carboxylic acid (Enamine, Kiev, Ukraine) was dissolved in 100 ml methylene chloride and 30 ml dimethyl sulfoxide, and added with stirring to 4 g of PS-carbodiimide (Biotage, Charlotte, N.C., USA), substituted at 1.33 mmol/g, wetted with 40 ml methylene chloride. 892 mg (4 mmol) of 4-(aminomethyl)benzamidine hydrochloride (Astatech, Bristol, Pa., USA), and 540 mg of HOBt were dissolved in 50 ml dimethyl sulfoxide, added to the stirred m... Conditions: time 7 day. Run in C(Cl)Cl (methylene chloride), C(Cl)Cl (methylene chloride), CS(=O)C (dimethyl sulfoxide), CS(=O)C (dimethyl sulfoxide). As a reaction SMILES: [F:1][C:2]1[CH:7]=[CH:6][C:5]([N:8]2[C:12]([CH3:13])=[CH:11][C:10]([C:14]([OH:16])=O)=[C:9]2[CH3:17])=[CH:4][CH:3]=1.N=C=N.Cl.[NH2:22][CH2:23][C:24]1[CH:32]=[CH:31][C:27]([C:28]([NH2:30])=[NH:29])=[CH:26][CH:25]=1.C1C=CC2N(O)N=NC=2C=1.C(N(C(C)C)CC)(C)C>C(Cl)Cl.CS(C)=O>[C:28]([C:27]1[CH:31]=[CH:32][C:24]([CH2:23][NH:22][C:14]([C:10]2[CH:11]=[C:12]([CH3:13])[N:8]([C:5]3[CH:4]=[CH:3][C:2]([F:1])=[CH:7][CH:6]=3)[C:9]=2[CH3:17])=[O:16])=[CH:25][CH:26]=1)(=[NH:29])[NH2:30] |f:2.3|. Starting materials: C(C)(C)N(CC)C(C)C (diisopropylethylamine), FC1=CC=C(C=C1)N1C(=C(C=C1C)C(=O)O)C (1-(4-fluorophenyl)-2,5-dimethyl-pyrrole-3-carboxylic acid), N=C=N (carbodiimide), Cl.NCC1=CC=C(C(=N)N)C=C1 (4-(aminomethyl)benzamidine hydrochloride), C=1C=CC2=C(C1)N=NN2O (HOBt). The reactants are OBO, [Br-], CC(C)(C)OC(=O)N1CCCC1C(=O)Nc1ccc(Br)cc1C(F)(F)F, O=C([O-])[O-], CSc1ccccc1, CCCC[N+](CCCC)(CCCC)CCCC, Cc1ccccc1, [Na+], [Na+]. Product: CSc1ccccc1-c1ccc(NC(=O)C2CCCN2C(=O)OC(C)(C)C)c(C(F)(F)F)c1. Reaction SMILES: [BH:27]([OH:28])[OH:29].[Br-:44].[C:1]([CH3:2])([CH3:3])([CH3:4])[O:5][C:6](=[O:7])[N:8]1[CH:9]([C:13]([NH:14][c:15]2[c:16]([C:22]([F:23])([F:24])[F:25])[cH:17][c:18]([Br:21])[cH:19][cH:20]2)=[O:26])[CH2:10][CH2:11][CH2:12]1.[C:38](=[O:39])([O-:40])[O-:41].[CH3:30][S:31][c:32]1[cH:33][cH:34][cH:35][cH:36][cH:37]1.[CH3:45][CH2:46][CH2:47][CH2:48][N+:49]([CH2:50][CH2:51][CH2:52][CH3:53])([CH2:54][CH2:55][CH2:56][CH3:57])[CH2:58][CH2:59][CH2:60][CH3:61].[CH3:62][c:63]1[cH:64][cH:65][cH:66][cH:67][cH:68]1.[Na+:42].[Na+:43]>>[C:1]([CH3:2])([CH3:3])([CH3:4])[O:5][C:6](=[O:7])[N:8]1[CH:9]([C:13]([NH:14][c:15]2[c:16]([C:22]([F:23])([F:24])[F:25])[cH:17][c:18](-[c:33]3[c:32]([S:31][CH3:30])[cH:37][cH:36][cH:35][cH:34]3)[cH:19][cH:20]2)=[O:26])[CH2:10][CH2:11][CH2:12]1.